Dataset: the Open Reaction Database (ORD), a public repository of structured organic reaction records. Task: describe an organic reaction: reactants, conditions, products, and yield The reactants are ClC1=CC2=C(N(C(CS2(=O)=O)=O)C)C=C1 (7-chloro-4-methyl-2H-1,4-benzothiazin-3(4H)one 1,1-dioxide), Cl (hydrochloric acid), N12CCCCCC2=NCCC1 (1,8-diazabicyclo-[5,4,0]undec-7-ene), FC1=CC=C(C=C1)N=C=O (4-fluorophenylisocyanate). Run in CN(C=O)C (dimethylformamide), CN(C=O)C (dimethylformamide). Run at time 1 hour. Product: ClC1=CC2=C(N(C(C(S2(=O)=O)C(NC2=CC=C(C=C2)F)=O)=O)C)C=C1 (7-chloro-2-(4-fluorophenylcarbamoyl)-4-methyl-2H-1,4-benzothiazin-3(4H)one 1,1-dioxide). Yield: 68.4%. Reaction SMILES: N12CCCN=C1CCCCC2.[Cl:12][C:13]1[CH:26]=[CH:25][C:16]2[N:17]([CH3:24])[C:18](=[O:23])[CH2:19][S:20](=[O:22])(=[O:21])[C:15]=2[CH:14]=1.[F:27][C:28]1[CH:33]=[CH:32][C:31]([N:34]=[C:35]=[O:36])=[CH:30][CH:29]=1.Cl>CN(C)C=O>[Cl:12][C:13]1[CH:26]=[CH:25][C:16]2[N:17]([CH3:24])[C:18](=[O:23])[CH:19]([C:35](=[O:36])[NH:34][C:31]3[CH:32]=[CH:33][C:28]([F:27])=[CH:29][CH:30]=3)[S:20](=[O:22])(=[O:21])[C:15]=2[CH:14]=1. Procedure: To a solution of 1,8-diazabicyclo-[5,4,0]undec-7-ene (14.12 g) in dimethylformamide (111 ml) was added, dropwise in 10 minutes, a solution of 7-chloro-4-methyl-2H-1,4-benzothiazin-3(4H)one 1,1-dioxide (22.8 g) and 4-fluorophenylisocyanate (12.82 g) in dimethylformamide (111.4 ml) at room temperature. After being stirred for one hour, the mixture was poured into 1% hydrochloric acid (1 l). The separated solids were collected by filtration and washed with water. The wet solids were dissolved in et... Starting materials: ClCCl, OC1c2ccccc2COc2ccc(OCc3ccc4ccc(Cl)cc4n3)cc21, O=S(Cl)Cl. Product: Clc1ccc2ccc(COc3ccc4c(c3)C(Cl)c3ccccc3CO4)nc2c1. RXN SMILES: [CH2:34]([Cl:35])[Cl:36].[Cl:5][c:6]1[cH:7][cH:8][c:9]2[cH:10][cH:11][c:12]([CH2:16][O:17][c:18]3[cH:19][c:20]4[c:21]([cH:32][cH:33]3)[O:22][CH2:23][c:24]3[c:25]([cH:28][cH:29][cH:30][cH:31]3)[CH:26]4[OH:27])[n:13][c:14]2[cH:15]1.[S:1]([Cl:2])([Cl:3])=[O:4]>>[Cl:3][CH:26]1[c:20]2[cH:19][c:18]([O:17][CH2:16][c:12]3[cH:11][cH:10][c:9]4[cH:8][cH:7][c:6]([Cl:5])[cH:15][c:14]4[n:13]3)[cH:33][cH:32][c:21]2[O:22][CH2:23][c:24]2[c:25]1[cH:28][cH:29][cH:30][cH:31]2. Reactants: C1CCC2=NCCCN2CC1, CCOC(C)=O, CCN(C(C)C)C(C)C, Cl, O=C(Cl)Cc1ccccc1, COCCCN1C(=O)C(C)(C)Oc2ccc(N(C(=O)C3CC(NC(=O)Cc4ccccc4)CN(C(=O)OCC4c5ccccc5-c5ccccc54)C3)C3CC3)cc21. Product: COCCCN1C(=O)C(C)(C)Oc2ccc(N(C(=O)C3CNCC(NC(=O)Cc4ccccc4)C3)C3CC3)cc21. As a reaction SMILES: [CH2:84]1[CH2:85][CH2:86][C:87]2=[N:92][CH2:91][CH2:90][CH2:89][N:88]2[CH2:93][CH2:94]1.[CH3:59][CH2:60][O:61][C:62]([CH3:63])=[O:64].[CH:75]([N:76]([CH:77]([CH3:78])[CH3:79])[CH2:80][CH3:81])([CH3:82])[CH3:83].[ClH:58].[c:65]1([CH2:66][C:67]([Cl:68])=[O:69])[cH:70][cH:71][cH:72][cH:73][cH:74]1.[cH:1]1[c:2]2[c:14]([cH:15][cH:16][cH:17]1)-[c:9]1[c:8]([cH:13][cH:12][cH:11][cH:10]1)[CH:3]2[CH2:4][O:5][C:6](=[O:7])[N:18]1[CH2:19][CH:20]([C:34]([N:35]([c:36]2[cH:37][cH:38][c:39]3[c:40]([cH:53]2)[N:41]([CH2:48][CH2:49][CH2:50][O:51][CH3:52])[C:42](=[O:47])[C:43]([CH3:45])([CH3:46])[O:44]3)[CH:54]2[CH2:55][CH2:56]2)=[O:57])[CH2:21][CH:22]([NH:24][C:25]([CH2:26][c:27]2[cH:28][cH:29][cH:30][cH:31][cH:32]2)=[O:33])[CH2:23]1>>[NH:18]1[CH2:19][CH:20]([C:34]([N:35]([c:36]2[cH:37][cH:38][c:39]3[c:40]([cH:53]2)[N:41]([CH2:48][CH2:49][CH2:50][O:51][CH3:52])[C:42](=[O:47])[C:43]([CH3:45])([CH3:46])[O:44]3)[CH:54]2[CH2:55][CH2:56]2)=[O:57])[CH2:21][CH:22]([NH:24][C:25]([CH2:26][c:27]2[cH:28][cH:29][cH:30][cH:31][cH:32]2)=[O:33])[CH2:23]1. RXN SMILES: [C:1]([CH3:2])([CH3:3])([CH3:4])[O:5][c:6]1[c:7]([CH2:13][N:14]2[CH2:15][CH2:16][CH:17]([C:20]([CH2:21][c:22]3[c:23]([F:28])[cH:24][cH:25][cH:26][cH:27]3)=[O:29])[CH2:18][CH2:19]2)[n:8][cH:9][c:10]([F:12])[n:11]1.[OH:30][C:31]([C:32]([F:33])([F:34])[F:35])=[O:36]>>[O:5]=[c:6]1[c:7]([CH2:13][N:14]2[CH2:15][CH2:16][CH:17]([C:20]([CH2:21][c:22]3[c:23]([F:28])[cH:24][cH:25][cH:26][cH:27]3)=[O:29])[CH2:18][CH2:19]2)[n:8][cH:9][c:10]([F:12])[nH:11]1. The product is O=C(Cc1ccccc1F)C1CCN(Cc2ncc(F)[nH]c2=O)CC1. Starting materials: CC(C)(C)Oc1nc(F)cnc1CN1CCC(C(=O)Cc2ccccc2F)CC1, O=C(O)C(F)(F)F.